From a dataset of the Open Reaction Database (ORD), a public repository of structured organic reaction records. describe an organic reaction: reactants, conditions, products, and yield Starting materials: NS(=O)(=O)c1ccc(F)c([N+](=O)[O-])c1, OCC1CCN(C(CF)CF)CC1, [H-], [Na+], C1CCOC1, O. Yields the product NS(=O)(=O)c1ccc(OCC2CCN(C(CF)CF)CC2)c([N+](=O)[O-])c1. As a reaction SMILES: [F:16][c:17]1[c:18]([N+:27](=[O:28])[O-:29])[cH:19][c:20]([S:23](=[O:24])(=[O:25])[NH2:26])[cH:21][cH:22]1.[F:1][CH2:2][CH:3]([CH2:4][F:5])[N:6]1[CH2:7][CH2:8][CH:9]([CH2:12][OH:13])[CH2:10][CH2:11]1.[H-:14].[Na+:15].[O:31]1[CH2:32][CH2:33][CH2:34][CH2:35]1.[OH2:30]>>[F:1][CH2:2][CH:3]([CH2:4][F:5])[N:6]1[CH2:7][CH2:8][CH:9]([CH2:12][O:13][c:17]2[c:18]([N+:27](=[O:28])[O-:29])[cH:19][c:20]([S:23](=[O:24])(=[O:25])[NH2:26])[cH:21][cH:22]2)[CH2:10][CH2:11]1. The reactants are COc1cc(C=CC2=NNC(=O)CC2)cc(OC)c1OC, CC(=O)O, [H][H]. As a reaction SMILES: [CH3:1][O:2][c:3]1[cH:4][c:5]([CH:6]=[CH:7][C:8]2=[N:13][NH:12][C:11](=[O:14])[CH2:10][CH2:9]2)[cH:15][c:16]([O:20][CH3:21])[c:17]1[O:18][CH3:19].[CH3:24][C:25](=[O:26])[OH:27].[H:22][H:23]>>[CH3:1][O:2][c:3]1[cH:4][c:5]([CH2:6][CH2:7][C:8]2=[N:13][NH:12][C:11](=[O:14])[CH2:10][CH2:9]2)[cH:15][c:16]([O:20][CH3:21])[c:17]1[O:18][CH3:19]. Yields the product COc1cc(CCC2=NNC(=O)CC2)cc(OC)c1OC. Starting materials: ClC=1C=C(C(C)(C)N=C=O)C=CC1Cl (3,4-dichloro-α,α-dimethylbenzyl isocyanate), [C-]#N (cyanide), C(C)NC1CCCCC1 (N-ethylcyclohexylamine). Run in C(Cl)(Cl)Cl (chloroform). The product is ClC=1C=C(C(C)(C)NC(N(CC)C2CCCCC2)=O)C=CC1Cl (3-(3,4-Dichloro-α,α-dimethylbenzyl)-1-cyclohexyl-1-ethylurea). The yield is 72.8%. Reaction SMILES: [Cl:1][C:2]1[CH:3]=[C:4]([CH:11]=[CH:12][C:13]=1[Cl:14])[C:5]([N:8]=[C:9]=[O:10])([CH3:7])[CH3:6].[C-]#N.[CH2:17]([NH:19][CH:20]1[CH2:25][CH2:24][CH2:23][CH2:22][CH2:21]1)[CH3:18]>C(Cl)(Cl)Cl>[Cl:1][C:2]1[CH:3]=[C:4]([CH:11]=[CH:12][C:13]=1[Cl:14])[C:5]([NH:8][C:9](=[O:10])[N:19]([CH:20]1[CH2:25][CH2:24][CH2:23][CH2:22][CH2:21]1)[CH2:17][CH3:18])([CH3:7])[CH3:6]. Reported procedure: A solution of 2.3 g of 3,4-dichloro-α,α-dimethylbenzyl isocyanate, prepared from the corresponding cyanide in the same way as in Synthesis Example 1, in 10 ml of chloroform was added to 1.5 g of N-ethylcyclohexylamine. The solvent was then removed by distillation and the resulting white crystals were recrystallized from a mixture of benzene-n-hexane to obtain 2.6 g of the title compound. The reactants are C(C)(=O)SC1/C(/CN(CC1)C(C1=CC=CC=C1)(C1=CC=CC=C1)C1=CC=CC=C1)=C/C1=NC=NN1CC(=O)OC ((E)-4-(acetylsulfanyl)-3-{[1-(methoxycarbonylmethyl)-1H-1,2,4-triazol-5-yl]methylidene}-1-(triphenylmethyl)piperidine), FC(C(=O)O)(F)F (trifluoroacetic acid). Solvent: ClCCl (dichloromethane). Yields the product FC(C(=O)O)(F)F.C(C)(=O)SC1/C(/CNCC1)=C/C1=NC=NN1CC(=O)OC ((E)-4-(Acetylsulfanyl)-3-{[1-(methoxycarbonylmethyl)-1H-1,2,4-triazol-5-yl]methylidene}piperidine hydrogen trifluoroacetate). Isolated yield 29.0%. RXN SMILES: [C:1]([S:4][CH:5]1[CH2:10][CH2:9][N:8](C(C2C=CC=CC=2)(C2C=CC=CC=2)C2C=CC=CC=2)[CH2:7]/[C:6]/1=[CH:30]\[C:31]1[N:35]([CH2:36][C:37]([O:39][CH3:40])=[O:38])[N:34]=[CH:33][N:32]=1)(=[O:3])[CH3:2].[F:41][C:42]([F:47])([F:46])[C:43]([OH:45])=[O:44]>ClCCl>[F:41][C:42]([F:47])([F:46])[C:43]([OH:45])=[O:44].[C:1]([S:4][CH:5]1[CH2:10][CH2:9][NH:8][CH2:7]/[C:6]/1=[CH:30]\[C:31]1[N:35]([CH2:36][C:37]([O:39][CH3:40])=[O:38])[N:34]=[CH:33][N:32]=1)(=[O:3])[CH3:2] |f:3.4|. Procedure details: Following a procedure similar to that described in Example 132-(f), the crude (E)-4-(acetylsulfanyl)-3-{[1-(methoxycarbonylmethyl)-1H-1,2,4-triazol-5-yl]methylidene}-1-(triphenylmethyl)piperidine (1.57 g) obtained in Example 166-(c) was treated with trifluoroacetic acid in dichloromethane and the product was purified by silica gel chromatography using dichloromethane and methanol (20:1 to 10:1) as eluents to afford the title compound (330 mg, yield: 29%) as a yellow amorphous solid.